Dataset: the Open Reaction Database (ORD), a public repository of structured organic reaction records. Task: describe an organic reaction: reactants, conditions, products, and yield The reactants are COc1ccccc1-c1cccc(Br)c1, [Li]CCCC, O=C(c1ccccc1)c1cccc(-c2ccccc2)c1OCc1ccccc1, [Cl-], [NH4+], C1CCOC1. Product: COc1ccccc1-c1cccc(C(O)(c2ccccc2)c2cccc(-c3ccccc3)c2OCc2ccccc2)c1. Reaction SMILES: [Br:1][c:2]1[cH:3][c:4](-[c:8]2[c:9]([O:14][CH3:15])[cH:10][cH:11][cH:12][cH:13]2)[cH:5][cH:6][cH:7]1.[CH2:16]([Li:17])[CH2:18][CH2:19][CH3:20].[CH2:21]([c:22]1[cH:23][cH:24][cH:25][cH:26][cH:27]1)[O:28][c:29]1[c:30](-[c:43]2[cH:44][cH:45][cH:46][cH:47][cH:48]2)[cH:31][cH:32][cH:33][c:34]1[C:35](=[O:36])[c:37]1[cH:38][cH:39][cH:40][cH:41][cH:42]1.[Cl-:49].[NH4+:50].[O:51]1[CH2:52][CH2:53][CH2:54][CH2:55]1>>[c:2]1([C:35]([c:34]2[c:29]([O:28][CH2:21][c:22]3[cH:23][cH:24][cH:25][cH:26][cH:27]3)[c:30](-[c:43]3[cH:44][cH:45][cH:46][cH:47][cH:48]3)[cH:31][cH:32][cH:33]2)([OH:36])[c:37]2[cH:38][cH:39][cH:40][cH:41][cH:42]2)[cH:3][c:4](-[c:8]2[c:9]([O:14][CH3:15])[cH:10][cH:11][cH:12][cH:13]2)[cH:5][cH:6][cH:7]1. The reactants are [K].CC(C)([O-])C (potassium tert.-butoxide), [I-].C1(CCCCC1)CC[P+](C1=CC=CC=C1)(C1=CC=CC=C1)C1=CC=CC=C1 ((2-cyclohexyl-ethyl)-triphenyl-phosphonium iodide), C(C)OC(C(=O)C1=CC=C(C=C1)SC)=O ((4-methylsulfanyl-phenyl)-oxo-acetic acid ethyl ester). Run in C1CCOC1 (THF). Run at time 1 hour. Product: C(C)OC(\C(=C\CC1CCCCC1)\C1=CC=C(C=C1)SC)=O ((E)-4-Cyclohexyl-2-(4-methylsulfanyl-phenyl)-but-2-enoic acid ethyl ester). Reaction SMILES: [K].CC(C)([O-])C.[I-].[CH:8]1([CH2:14][CH2:15][P+](C2C=CC=CC=2)(C2C=CC=CC=2)C2C=CC=CC=2)[CH2:13][CH2:12][CH2:11][CH2:10][CH2:9]1.[CH2:35]([O:37][C:38](=[O:49])[C:39]([C:41]1[CH:46]=[CH:45][C:44]([S:47][CH3:48])=[CH:43][CH:42]=1)=O)[CH3:36]>C1COCC1>[CH2:35]([O:37][C:38](=[O:49])/[C:39](/[C:41]1[CH:46]=[CH:45][C:44]([S:47][CH3:48])=[CH:43][CH:42]=1)=[CH:15]/[CH2:14][CH:8]1[CH2:13][CH2:12][CH2:11][CH2:10][CH2:9]1)[CH3:36] |f:0.1,2.3,^1:0|. Procedure details: Add potassium-tert.-butoxide (4.3 mL, 1.0 M in THF, 4.3 mmol) to a suspension of (2-cyclohexyl-ethyl)-triphenyl-phosphonium iodide (2.15 g, 4.3 mmol) at room temperature and stir the reaction mixture for 1 h. Dissolve (4-methylsulfanyl-phenyl)-oxo-acetic acid ethyl ester (prepared as described by I. T. Barnish et. al. J. Med. Chem. 1981, 24, 399-404) in THF and add the resulting solution to the reaction mixture. Stir at room temperature over night. Evaporate the solvent and add 15 mL hexane to t... Starting materials: ice, [I-].CN1CC(C(=O)O[C@H]2C[C@@H]3CC[C@H]4[C@@H]5CC[C@H](C(C)=O)[C@]5(CC[C@@H]4[C@]3(CC2)C)C)=CC=C1 (3α-N-methyl-nicotinoyloxy-5α-pregnan-20-one iodide salt), C([O-])(O)=O.[Na+] (sodium bicarbonate), S(=O)([O-])S(=O)[O-].[Na+].[Na+] (sodium dithionite), O (water). Run in CO (methanol). Conditions: temperature 0 celsius, time 1 hour. The product is CN1CC(C(=O)O[C@H]2C[C@@H]3CC[C@H]4[C@@H]5CC[C@H](C(C)=O)[C@]5(CC[C@@H]4[C@]3(CC2)C)C)C=CC1 (3α-N-methyl-dihydronicotinoyloxy-5α-pregnan-20-one). As a reaction SMILES: [I-].[CH3:2][N:3]1[CH:33]=[CH:32][CH:31]=[C:5]([C:6]([O:8][C@@H:9]2[CH2:28][CH2:27][C@@:26]3([CH3:29])[C@@H:11]([CH2:12][CH2:13][C@@H:14]4[C@@H:25]3[CH2:24][CH2:23][C@@:22]3([CH3:30])[C@H:15]4[CH2:16][CH2:17][C@@H:18]3[C:19](=[O:21])[CH3:20])[CH2:10]2)=[O:7])[CH2:4]1.C(=O)(O)[O-].[Na+].S(S([O-])=O)([O-])=O.[Na+].[Na+].O>CO>[CH3:2][N:3]1[CH2:33][CH:32]=[CH:31][CH:5]([C:6]([O:8][C@@H:9]2[CH2:28][CH2:27][C@@:26]3([CH3:29])[C@@H:11]([CH2:12][CH2:13][C@@H:14]4[C@@H:25]3[CH2:24][CH2:23][C@@:22]3([CH3:30])[C@H:15]4[CH2:16][CH2:17][C@@H:18]3[C:19](=[O:21])[CH3:20])[CH2:10]2)=[O:7])[CH2:4]1 |f:0.1,2.3,4.5.6|. Procedure details: To an ice cold solution of the 3α-N-methyl-nicotinoyloxy-5α-pregnan-20-one iodide salt (1.01 g, 562 g/m, 1.8 mmol) in 150 mL of aqueous methanol (100 mL methanol and 50 mL water, deaerated) was added sodium bicarbonate (620 mg, 84 g/m, 7.4 mmol) and sodium dithionite (1.3 g, 174 g/m, 7.4 mmol). This mixture was stirred at 0° C. for 1 h. The reaction mixture was poured into 500 mL of water and extracted several times with chloroform. The combined organic layers were washed with potassium carbonat... Reactants: Cc1nc(C#Cc2cccc(Cl)c2)c[nH]1, Cc1ccc(F)nc1. Product: Cc1ccc(-n2cc(C#Cc3cccc(Cl)c3)nc2C)nc1. Reaction SMILES: [Cl:1][c:2]1[cH:3][c:4]([C:8]#[C:9][c:10]2[n:11][c:12]([CH3:15])[nH:13][cH:14]2)[cH:5][cH:6][cH:7]1.[F:16][c:17]1[n:18][cH:19][c:20]([CH3:23])[cH:21][cH:22]1>>[Cl:1][c:2]1[cH:3][c:4]([C:8]#[C:9][c:10]2[n:11][c:12]([CH3:15])[n:13](-[c:17]3[n:18][cH:19][c:20]([CH3:23])[cH:21][cH:22]3)[cH:14]2)[cH:5][cH:6][cH:7]1. The reactants are Cl (hydrochloric acid), S(=O)(=O)([O-])[O-].[NH4+].[NH4+] (ammonium sulfate), P(=O)([O-])([O-])[O-] (phosphate), ClC=1C(C(C(C1)CCCC)=CCCCCCC(=O)OC)=O (2-chloro-4-butyl-5-(6-methoxycarbonylhexylidene)-2-cyclopentenone), aqueous solution. Run in CC(=O)C (acetone). Conditions: temperature 30 celsius, time 60 hour. Product: ClC=1C(C(C(C1)CCCC)=CCCCCCC(=O)O)=O (2-chloro-4-butyl-5-(6-carboxyhexylidene)-2-cyclopentenone). Yield: 39.2%. As a reaction SMILES: P([O-])([O-])([O-])=O.[Cl:6][C:7]1[C:8](=[O:26])[C:9](=[CH:16][CH2:17][CH2:18][CH2:19][CH2:20][CH2:21][C:22]([O:24]C)=[O:23])[CH:10]([CH2:12][CH2:13][CH2:14][CH3:15])[CH:11]=1.Cl.S([O-])([O-])(=O)=O.[NH4+].[NH4+]>CC(C)=O>[Cl:6][C:7]1[C:8](=[O:26])[C:9](=[CH:16][CH2:17][CH2:18][CH2:19][CH2:20][CH2:21][C:22]([OH:24])=[O:23])[CH:10]([CH2:12][CH2:13][CH2:14][CH3:15])[CH:11]=1 |f:3.4.5|. Reported procedure: 20 ml of phosphate buffer (pH8) was added to a solution of 200 mg (0.64 mmol) of 2-chloro-4-butyl-5-(6-methoxycarbonylhexylidene)-2-cyclopentenone in 15 ml of acetone, and then 0.4 ml of an aqueous solution of pig liver esterase was added. The mixture was stirred at 30° C. for 60 hours. 1N hydrochloric acid was added to the reaction mixture to adjust the pH to 4, and then the mixture was saturated with ammonium sulfate. It was filtered, and then extracted with ethyl acetate. The organic layer wa... The reactants are CCOC(=O)c1nn(-c2ccc(CBr)cc2)nc1C, CN(C)C=O, CC(C)[N+](=O)[O-], [Na], O. Product: CCOC(=O)c1nn(-c2ccc(C=O)cc2)nc1C. As a reaction SMILES: [Br:8][CH2:9][c:10]1[cH:11][cH:12][c:13](-[n:16]2[n:17][c:18]([C:22](=[O:23])[O:24][CH2:25][CH3:26])[c:19]([CH3:21])[n:20]2)[cH:14][cH:15]1.[CH3:27][N:28]([CH3:29])[CH:30]=[O:31].[CH3:2][CH:3]([N+:4](=[O:5])[O-:6])[CH3:7].[Na:1].[OH2:32]>>[O:6]=[CH:9][c:10]1[cH:11][cH:12][c:13](-[n:16]2[n:17][c:18]([C:22](=[O:23])[O:24][CH2:25][CH3:26])[c:19]([CH3:21])[n:20]2)[cH:14][cH:15]1. Reactants: [Br-], CC(C)(C)OC(=O)N1CCN(Cc2ccccc2)CC1CC=O, C[Mg+], C1CCOC1. Product: CC(O)CC1CN(Cc2ccccc2)CCN1C(=O)OC(C)(C)C. Reaction SMILES: [Br-:24].[C:1]([CH3:2])([CH3:3])([CH3:4])[O:5][C:6](=[O:7])[N:8]1[CH:9]([CH2:21][CH:22]=[O:23])[CH2:10][N:11]([CH2:14][c:15]2[cH:16][cH:17][cH:18][cH:19][cH:20]2)[CH2:12][CH2:13]1.[CH3:25][Mg+:26].[O:27]1[CH2:28][CH2:29][CH2:30][CH2:31]1>>[C:1]([CH3:2])([CH3:3])([CH3:4])[O:5][C:6](=[O:7])[N:8]1[CH:9]([CH2:21][CH:22]([OH:23])[CH3:25])[CH2:10][N:11]([CH2:14][c:15]2[cH:16][cH:17][cH:18][cH:19][cH:20]2)[CH2:12][CH2:13]1.